Dataset: the Open Reaction Database (ORD), a public repository of structured organic reaction records. Task: describe an organic reaction: reactants, conditions, products, and yield The reactants are Fc1cccc(Br)c1, CC1CC(O)CCN1C(=O)OC(C)(C)C, CN1CCCC1=O, [H-], [Na+]. Product: CC1CC(Oc2cccc(Br)c2)CCN1C(=O)OC(C)(C)C. RXN SMILES: [Br:18][c:19]1[cH:20][c:21]([F:25])[cH:22][cH:23][cH:24]1.[C:1]([CH3:2])([CH3:3])([CH3:4])[O:5][C:6](=[O:7])[N:8]1[CH:9]([CH3:15])[CH2:10][CH:11]([OH:14])[CH2:12][CH2:13]1.[CH3:26][N:27]1[CH2:28][CH2:29][CH2:30][C:31]1=[O:32].[H-:16].[Na+:17]>>[C:1]([CH3:2])([CH3:3])([CH3:4])[O:5][C:6](=[O:7])[N:8]1[CH:9]([CH3:15])[CH2:10][CH:11]([O:14][c:21]2[cH:20][c:19]([Br:18])[cH:24][cH:23][cH:22]2)[CH2:12][CH2:13]1. Starting materials: O=C=NC1CC(CN=C=O)(CC(C1)(C)C)C (Isophorone diisocyanate), [N-]=C=O (isocyanate), 60, C(C=C)(=O)OCCO (2-hydroxyethyl acrylate), C(C=C)(=O)OCCO (HEA), NCO. The product is NC(=O)OCC.C(C=C)(=O)[O-] (urethane acrylate). The yield is 2150.1%. Reaction SMILES: O=C=[N:3]C1CC(C)(C)CC(C)(CN=C=O)C1.[C:17]([O:21][CH2:22][CH2:23]O)(=[O:20])[CH:18]=[CH2:19].[N-]=C=O>>[NH2:3][C:17]([O:21][CH2:22][CH3:23])=[O:20].[C:17]([O-:21])(=[O:20])[CH:18]=[CH2:19] |f:3.4|. Procedure details: A 250 mL, 3 neck round bottom flask fitted with a mechanical stirrer and a thermometer was dried under nitrogen and charged with poly-7-FOX diol (polyfluorooxetane diol with heptafluoro group) (24.3 grams, 9.1 meq.) from Example 5. Isophorone diisocyanate (3.0 grams, 27.2 meq) and dibutyltindilaurate (12 mg) were added and the mixture was heated at 70 C for 14 hours. The reaction mixture was cooled to room temperature and washed with heptane (2 times 100 mL each). The isocyanate-terminated poly-... Product: CC(Cl)c1c(Cl)cccc1Cl. As a reaction SMILES: [CH3:21][N:22]([CH3:23])[CH:24]=[O:25].[Cl:10][c:11]1[c:12]([CH:18]([CH3:19])[OH:20])[c:13]([Cl:17])[cH:14][cH:15][cH:16]1.[Cl:1][c:2]1[n:3][c:4]([Cl:5])[n:6][c:7]([Cl:8])[n:9]1.[Cl:26][CH2:27][Cl:28]>>[Cl:1][CH:18]([c:12]1[c:11]([Cl:10])[cH:16][cH:15][cH:14][c:13]1[Cl:17])[CH3:19]. The reactants are CN(C)C=O, CC(O)c1c(Cl)cccc1Cl, Clc1nc(Cl)nc(Cl)n1, ClCCl. Starting materials: FC1=C(C=CC(=C1)F)C1(C(SCCOC)(F)F)CO1 (2-(2,4-difluorophenyl)-1,1-difluoro-1-[(2-methoxyethyl)thio]-2,3-epoxypropane), N1N=CN=C1 (1,2,4-triazole), C([O-])([O-])=O.[K+].[K+] (potassium carbonate). Solvent: CS(=O)C (DMSO), CCOCC (ether). Reaction conditions: temperature 50 celsius, time 1 hour. Product: FC1=C(C=CC(=C1)F)C(C(SCCOC)(F)F)(CN1N=CN=C1)O (2-(2,4-difluorophenyl)-1,1-difluoro-1-[(2-methoxyethyl)thio]-3-(1H-1,2,4-triazol-1-yl)-2-propanol). Isolated yield 12.4%. Reaction SMILES: [F:1][C:2]1[CH:7]=[C:6]([F:8])[CH:5]=[CH:4][C:3]=1[C:9]1([O:19][CH2:18]1)[C:10]([F:17])([F:16])[S:11][CH2:12][CH2:13][O:14][CH3:15].[NH:20]1[CH:24]=[N:23][CH:22]=[N:21]1.C(=O)([O-])[O-].[K+].[K+]>CS(C)=O.CCOCC>[F:1][C:2]1[CH:7]=[C:6]([F:8])[CH:5]=[CH:4][C:3]=1[C:9]([OH:19])([CH2:18][N:20]1[CH:24]=[N:23][CH:22]=[N:21]1)[C:10]([F:17])([F:16])[S:11][CH2:12][CH2:13][O:14][CH3:15] |f:2.3.4|. Procedure details: To a solution of 2-(2,4-difluorophenyl)-1,1-difluoro-1-[(2-methoxyethyl)thio]-2,3-epoxypropane (13.0 g, 0.044 mol) in DMSO (100 ml), 1,2,4-triazole (7.6 g, 0.11 mol) and potassium carbonate (15.2 g, 0.11 mol) were added and the resulting mixture was stirred at room temperature for 12 hours and at an external temperature of 50° C. for one hour. After the completion of the reaction, the reaction mixture was diluted with ether and insoluble matter was filtered off. The ether solution was washed wit... The reactants are COc1cnc(-c2cc[nH]n2)c2[nH]cc(C(=O)C(=O)N3CCN(c4nnnn4-c4ccccn4)CC3)c12, CI, [H-], [Na+], CN(C)C=O. The product is COc1cnc(-c2ccn(C)n2)c2[nH]cc(C(=O)C(=O)N3CCN(c4nnnn4-c4ccccn4)CC3)c12. RXN SMILES: [CH3:1][O:2][c:3]1[c:4]2[c:5]([c:6](-[c:9]3[n:10][nH:11][cH:12][cH:13]3)[n:7][cH:8]1)[nH:14][cH:15][c:16]2[C:17]([C:18](=[O:19])[N:20]1[CH2:21][CH2:22][N:23]([c:26]2[n:27][n:28][n:29][n:30]2-[c:31]2[n:32][cH:33][cH:34][cH:35][cH:36]2)[CH2:24][CH2:25]1)=[O:37].[CH3:40][I:41].[H-:39].[Na+:38].[O:42]=[CH:43][N:44]([CH3:45])[CH3:46]>>[CH3:1][O:2][c:3]1[c:4]2[c:5]([c:6](-[c:9]3[n:10][n:11]([CH3:40])[cH:12][cH:13]3)[n:7][cH:8]1)[nH:14][cH:15][c:16]2[C:17]([C:18](=[O:19])[N:20]1[CH2:21][CH2:22][N:23]([c:26]2[n:27][n:28][n:29][n:30]2-[c:31]2[n:32][cH:33][cH:34][cH:35][cH:36]2)[CH2:24][CH2:25]1)=[O:37]. Starting materials: ClC(=O)OC (methyl chloroformate), C(C)N(C(C)C)C(C)C (EtN(i—Pr)2), FC(C=1C=C(C=C(C1)C(F)(F)F)[C@@H]1[C@@H](N(C(O1)=O)CC1=C(C=CC(=C1)OC(F)(F)F)NCC(C)C)C)(F)F ((4S,5R)-5-[3,5-bis(trifluoromethyl)phenyl]-3-[2-(isobutylamino)-5-(trifluoromethoxy)benzyl]-4-methyl-1,3-oxazolidin-2-one), ClC(=O)OC (methyl chloroformate), C(C)N(C(C)C)C(C)C (EtN(i—Pr)2). Run in CCOC(=O)C (EtOAc), C(Cl)Cl (CH2Cl2). Run at time 24 hour. Yields the product FC(C=1C=C(C=C(C1)C(F)(F)F)[C@@H]1[C@@H](N(C(O1)=O)CC1=C(C=CC(=C1)OC(F)(F)F)N(C(OC)=O)CC(C)C)C)(F)F (methyl [2-({(4S,5R)-5-[3,5-bis(trifluoromethyl)phenyl]-4-methyl-2-oxo-1,3-oxazolidin-3-yl}methyl)-4-(trifluoromethoxy)phenyl]isobutylcarbamate). RXN SMILES: [F:1][C:2]([F:38])([F:37])[C:3]1[CH:4]=[C:5]([C@H:13]2[O:17][C:16](=[O:18])[N:15]([CH2:19][C:20]3[CH:25]=[C:24]([O:26][C:27]([F:30])([F:29])[F:28])[CH:23]=[CH:22][C:21]=3[NH:31][CH2:32][CH:33]([CH3:35])[CH3:34])[C@H:14]2[CH3:36])[CH:6]=[C:7]([C:9]([F:12])([F:11])[F:10])[CH:8]=1.Cl[C:40]([O:42][CH3:43])=[O:41].C(N(C(C)C)C(C)C)C>C(Cl)Cl.CCOC(C)=O>[F:38][C:2]([F:1])([F:37])[C:3]1[CH:4]=[C:5]([C@H:13]2[O:17][C:16](=[O:18])[N:15]([CH2:19][C:20]3[CH:25]=[C:24]([O:26][C:27]([F:28])([F:29])[F:30])[CH:23]=[CH:22][C:21]=3[N:31]([CH2:32][CH:33]([CH3:34])[CH3:35])[C:40](=[O:41])[O:42][CH3:43])[C@H:14]2[CH3:36])[CH:6]=[C:7]([C:9]([F:11])([F:10])[F:12])[CH:8]=1. Reported procedure: To a solution of (4S,5R)-5-[3,5-bis(trifluoromethyl)phenyl]-3-[2-(isobutylamino)-5-(trifluoromethoxy)benzyl]-4-methyl-1,3-oxazolidin-2-one (25.6 mg, 0.0502 mmol) in CH2Cl2 (0.5 mL) was added methyl chloroformate (7.7 μL, 0.100 mmol), followed by EtN(i—Pr)2 (70 μL, 0.402 mmol) The reaction was stirred at room temperature for 24 hours, and then methyl chloroformate (7.7 μL, 0.100) and EtN(i—Pr)2 (70 μL, 0.402 mmol) were added. The reaction was stirred for 96 hours and then diluted with EtOAc (20 m...